Dataset: the Open Reaction Database (ORD), a public repository of structured organic reaction records. Task: describe an organic reaction: reactants, conditions, products, and yield Starting materials: ClC=1N=C(C2=C(N1)SC=N2)NC2=CC(=CC=C2)C(F)(F)F (5-chloro-N-(3-(trifluoromethyl)phenyl)thiazolo[5,4-d]pyrimidin-7-amine), CC1(OB(OC1(C)C)C=1C=C(C(=O)OC)C=CC1)C (methyl 3-(4,4,5,5-tetramethyl-1,3,2-dioxaborolan-2-yl)benzoate), C(=O)([O-])[O-].[Na+].[Na+] (Na2CO3). Isolated yield 84.8%. Reaction conditions: temperature 95 celsius, time 16 hour. The product is FC(C=1C=C(C=CC1)NC=1C2=C(N=C(N1)C=1C=C(C(=O)OC)C=CC1)SC=N2)(F)F (methyl 3-(7-(3-(trifluoromethyl)phenylamino)thiazolo[5,4-d]pyrimidin-5-yl)benzoate). Reaction SMILES: Cl[C:2]1[N:3]=[C:4]([NH:11][C:12]2[CH:17]=[CH:16][CH:15]=[C:14]([C:18]([F:21])([F:20])[F:19])[CH:13]=2)[C:5]2[N:10]=[CH:9][S:8][C:6]=2[N:7]=1.CC1(C)C(C)(C)OB([C:30]2[CH:31]=[C:32]([CH:37]=[CH:38][CH:39]=2)[C:33]([O:35][CH3:36])=[O:34])O1.C([O-])([O-])=O.[Na+].[Na+]>O.O1CCOCC1.C1C=CC([P]([Pd]([P](C2C=CC=CC=2)(C2C=CC=CC=2)C2C=CC=CC=2)([P](C2C=CC=CC=2)(C2C=CC=CC=2)C2C=CC=CC=2)[P](C2C=CC=CC=2)(C2C=CC=CC=2)C2C=CC=CC=2)(C2C=CC=CC=2)C2C=CC=CC=2)=CC=1>[F:19][C:18]([F:21])([F:20])[C:14]1[CH:13]=[C:12]([NH:11][C:4]2[C:5]3[N:10]=[CH:9][S:8][C:6]=3[N:7]=[C:2]([C:30]3[CH:31]=[C:32]([CH:37]=[CH:38][CH:39]=3)[C:33]([O:35][CH3:36])=[O:34])[N:3]=2)[CH:17]=[CH:16][CH:15]=1 |f:2.3.4,^1:57,59,78,97|. The solvent is O (water), O1CCOCC1 (dioxane). Reagents/catalysts: C=1C=CC(=CC1)[P](C=2C=CC=CC2)(C=3C=CC=CC3)[Pd]([P](C=4C=CC=CC4)(C=5C=CC=CC5)C=6C=CC=CC6)([P](C=7C=CC=CC7)(C=8C=CC=CC8)C=9C=CC=CC9)[P](C=1C=CC=CC1)(C=1C=CC=CC1)C=1C=CC=CC1 (Pd(PPh3)4). Reported procedure: To a stirred solution of 5-chloro-N-(3-(trifluoromethyl)phenyl)thiazolo[5,4-d]pyrimidin-7-amine (330 mg, 1 mmol), methyl 3-(4,4,5,5-tetramethyl-1,3,2-dioxaborolan-2-yl)benzoate (314 mg, 1.2 mmol) and Na2CO3 (498 mg, 4.7 mmol) in 2 mL of water and 20 mL of dioxane was added Pd(PPh3)4 (93 mg, 0.075 mmol) in one portion at room temperature under nitrogen. Then the mixture was stirred at 95° C. for 16 hours under nitrogen. The solvent was evaporated at 40° C. at reduced pressure and the residue was ... Starting materials: Cc1ccccc1, [Na+], [OH-], O, CCCn1c(-c2ccccc2)nc2cc(C(=O)OC)ccc21. Product: CCCn1c(-c2ccccc2)nc2cc(CO)ccc21. As a reaction SMILES: [CH3:1][c:2]1[cH:3][cH:4][cH:5][cH:6][cH:7]1.[Na+:31].[OH-:30].[OH2:32].[c:8]1(-[c:14]2[n:15][c:16]3[c:17]([n:18]2[CH2:19][CH2:20][CH3:21])[cH:22][cH:23][c:24]([C:26](=[O:27])[O:28][CH3:29])[cH:25]3)[cH:9][cH:10][cH:11][cH:12][cH:13]1>>[c:8]1(-[c:14]2[n:15][c:16]3[c:17]([n:18]2[CH2:19][CH2:20][CH3:21])[cH:22][cH:23][c:24]([CH2:26][OH:27])[cH:25]3)[cH:9][cH:10][cH:11][cH:12][cH:13]1.